From a dataset of the Open Reaction Database (ORD), a public repository of structured organic reaction records. describe an organic reaction: reactants, conditions, products, and yield The reactants are Cc1ccc2c(N3CCC(NC(=O)OC(C)(C)C)C3)nc(-c3ccccc3O)nc2c1, ClCCl. Product: Cc1ccc2c(N3CCC(N)C3)nc(-c3ccccc3O)nc2c1. Reaction SMILES: [C:1]([O:2][C:3](=[O:4])[NH:7][CH:8]1[CH2:9][N:10]([c:13]2[n:14][c:15](-[c:24]3[c:25]([OH:30])[cH:26][cH:27][cH:28][cH:29]3)[n:16][c:17]3[cH:18][c:19]([CH3:23])[cH:20][cH:21][c:22]23)[CH2:11][CH2:12]1)([CH3:5])([CH3:6])[CH3:31].[Cl:32][CH2:33][Cl:34]>>[NH2:7][CH:8]1[CH2:9][N:10]([c:13]2[n:14][c:15](-[c:24]3[c:25]([OH:30])[cH:26][cH:27][cH:28][cH:29]3)[n:16][c:17]3[cH:18][c:19]([CH3:23])[cH:20][cH:21][c:22]23)[CH2:11][CH2:12]1.